Dataset: the Open Reaction Database (ORD), a public repository of structured organic reaction records. Task: describe an organic reaction: reactants, conditions, products, and yield Starting materials: C(C1=CC=CC=C1)OC1=C(C=CC(=C1)C=C)N1CC(N(S1(=O)=O)CC[Si](C)(C)C)=O (5-(2-benzyloxy-4-vinylphenyl)-1,1-dioxo-2-(2-trimethylsilanylethyl)-1,2,5-thiadiazolidin-3-one), C1CCOC1.CC(C)(C)O.O (THF t-BuOH H2O), 1-methylmorpholine-N-oxide, C(=O)(O)[O-].[Na+] (NaHCO3). Reagents/catalysts: O=[Os](=O)(=O)=O (OsO4). The solvent is CC(C)(C)O (t-BuOH), O (water). Reaction conditions: time 4 hour. Yields the product C(C1=CC=CC=C1)OC=1C=C(C=O)C=CC1N1S(N(C(C1)=O)CC[Si](C)(C)C)(=O)=O (3-Benzyloxy-4-[1,1,4-trioxo-5-(2-trimethylsilanylethyl)-1,2,5-thiadiazolidin-2-yl]-benzaldehyde). RXN SMILES: [CH2:1]([O:8][C:9]1[CH:14]=[C:13]([CH:15]=C)[CH:12]=[CH:11][C:10]=1[N:17]1[S:21](=[O:23])(=[O:22])[N:20]([CH2:24][CH2:25][Si:26]([CH3:29])([CH3:28])[CH3:27])[C:19](=[O:30])[CH2:18]1)[C:2]1[CH:7]=[CH:6][CH:5]=[CH:4][CH:3]=1.C1C[O:34]CC1.CC(O)(C)C.O.C([O-])(O)=O.[Na+]>CC(O)(C)C.O.O=[Os](=O)(=O)=O>[CH2:1]([O:8][C:9]1[CH:14]=[C:13]([CH:12]=[CH:11][C:10]=1[N:17]1[CH2:18][C:19](=[O:30])[N:20]([CH2:24][CH2:25][Si:26]([CH3:29])([CH3:27])[CH3:28])[S:21]1(=[O:23])=[O:22])[CH:15]=[O:34])[C:2]1[CH:3]=[CH:4][CH:5]=[CH:6][CH:7]=1 |f:1.2.3,4.5|. Procedure: To a solution of 5-(2-benzyloxy-4-vinylphenyl)-1,1-dioxo-2-(2-trimethylsilanylethyl)-1,2,5-thiadiazolidin-3-one (1.9 g, 4.3 mmol) in 1:1:1 THF/t-BuOH/H2O (60 mL) is added 1-methylmorpholine-N-oxide (551 mg, 4.74 mmol) and OsO4 (2 mL of a 2.5 wt % solution in t-BuOH, 0.17 mmol). The reaction is stirred for 4 h at RT, then diluted with water (15 mL) and treated with NalO4 (4.5 g, 21.5 mmol) and NaHCO3 (3.6 g, 43 mmol). The mixture is stirred vigorously for 1 h, then filtered through Celite. The so... The reactants are CC(C)CC(NC(=O)OC(C)(C)C)C(=O)O, CC1CCC(N)C(O)CN1C(=O)OCc1ccccc1, CCN=C=NCCCN(C)C, CCOC(C)=O, CN(C)C=O, O, Oc1cccc2[nH]nnc12. The product is CC(C)CC(NC(=O)OC(C)(C)C)C(=O)NC1CCC(C)N(C(=O)OCc2ccccc2)CC1O. RXN SMILES: [C:13](=[O:14])([O:15][C:16]([CH3:17])([CH3:18])[CH3:19])[NH:20][CH:21]([CH2:22][CH:23]([CH3:24])[CH3:25])[C:26](=[O:27])[OH:28].[CH2:39]([c:40]1[cH:41][cH:42][cH:43][cH:44][cH:45]1)[O:46][C:47](=[O:48])[N:49]1[CH:50]([CH3:58])[CH2:51][CH2:52][CH:53]([NH2:57])[CH:54]([OH:56])[CH2:55]1.[CH3:1][N:2]([CH3:3])[CH2:4][CH2:5][CH2:6][N:7]=[C:8]=[N:9][CH2:10][CH3:11].[CH3:64][CH2:65][O:66][C:67]([CH3:68])=[O:69].[O:59]=[CH:60][N:61]([CH3:62])[CH3:63].[OH2:12].[OH:29][c:30]1[c:31]2[n:32][n:33][nH:34][c:35]2[cH:36][cH:37][cH:38]1>>[C:13](=[O:14])([O:15][C:16]([CH3:17])([CH3:18])[CH3:19])[NH:20][CH:21]([CH2:22][CH:23]([CH3:24])[CH3:25])[C:26](=[O:28])[NH:57][CH:53]1[CH2:52][CH2:51][CH:50]([CH3:58])[N:49]([C:47]([O:46][CH2:39][c:40]2[cH:41][cH:42][cH:43][cH:44][cH:45]2)=[O:48])[CH2:55][CH:54]1[OH:56].